describe an organic reaction: reactants, conditions, products, and yield From a dataset of the Open Reaction Database (ORD), a public repository of structured organic reaction records. The reactants are Clc1cncc(Cl)n1, [H-], [Na+], CN(C)C=O, CC(C)(C)OC(=O)N1CC(O)(C(F)(F)F)C1. The product is CC(C)(C)OC(=O)N1CC(Oc2cncc(Cl)n2)(C(F)(F)F)C1. Reaction SMILES: [Cl:17][c:18]1[n:19][c:20]([Cl:24])[cH:21][n:22][cH:23]1.[H-:25].[Na+:26].[O:27]=[CH:28][N:29]([CH3:30])[CH3:31].[OH:1][C:2]1([C:13]([F:14])([F:15])[F:16])[CH2:3][N:4]([C:6](=[O:7])[O:8][C:9]([CH3:10])([CH3:11])[CH3:12])[CH2:5]1>>[O:1]([C:2]1([C:13]([F:14])([F:15])[F:16])[CH2:3][N:4]([C:6](=[O:7])[O:8][C:9]([CH3:10])([CH3:11])[CH3:12])[CH2:5]1)[c:20]1[n:19][c:18]([Cl:17])[cH:23][n:22][cH:21]1. Reactants: CC(C)(C)OC(=O)N1CCCN(c2nc3ccccc3[nH]2)CC1, CN(C)C=O, [Cl-], [H-], FC(F)(F)CCCI, [NH4+], [Na+], C1CCOC1. Yields the product CC(C)(C)OC(=O)N1CCCN(c2nc3ccccc3n2CCCC(F)(F)F)CC1. RXN SMILES: [C:1]([CH3:2])([CH3:3])([CH3:4])[O:5][C:6](=[O:7])[N:8]1[CH2:9][CH2:10][N:11]([c:15]2[n:16][c:17]3[c:18]([nH:19]2)[cH:20][cH:21][cH:22][cH:23]3)[CH2:12][CH2:13][CH2:14]1.[CH3:41][N:42]([CH3:43])[CH:44]=[O:45].[Cl-:34].[H-:24].[I:26][CH2:27][CH2:28][CH2:29][C:30]([F:31])([F:32])[F:33].[NH4+:35].[Na+:25].[O:36]1[CH2:37][CH2:38][CH2:39][CH2:40]1>>[C:1]([CH3:2])([CH3:3])([CH3:4])[O:5][C:6](=[O:7])[N:8]1[CH2:9][CH2:10][N:11]([c:15]2[n:16]([CH2:27][CH2:28][CH2:29][C:30]([F:31])([F:32])[F:33])[c:17]3[c:18]([n:19]2)[cH:20][cH:21][cH:22][cH:23]3)[CH2:12][CH2:13][CH2:14]1. The reactants are Cl.ClCCCOC1=CC=C2C(=NC=NC2=C1)NC=1C=NN(C1)CC(=O)NC1=C(C(=CC=C1)F)F (2-(4-{[7-(3-chloropropoxy)quinazolin-4-yl]amino}-1H-pyrazol-1-yl)-N-(2,3-difluorophenyl)acetamide hydrochloride), C1(C=2C(C(N1)=O)=CC=CC2)=O.[K] (potassium phthalimide), C([O-])([O-])=O.[K+].[K+] (potassium carbonate), [I-].[K+] (potassium iodide), C(O)([O-])=O.[Na+] (sodium hydrogen carbonate). Run in C(C)OCC (diethyl ether), CC(=O)N(C)C (dimethylacetamide). Reaction conditions: temperature 75 celsius. Yields the product FC1=C(C=CC=C1F)NC(CN1N=CC(=C1)NC1=NC=NC2=CC(=CC=C12)OCCCN1C(C2=CC=CC=C2C1=O)=O)=O (N-(2,3-difluorophenyl)-2-[4-({7-[3-(1,3-dioxo-1,3-dihydro-2H-isoindol-2-yl)propoxy]quinazolin-4-yl}amino)-1H-pyrazol-1-yl]acetamide). Yield: 74.8%. As a reaction SMILES: Cl.Cl[CH2:3][CH2:4][CH2:5][O:6][C:7]1[CH:16]=[C:15]2[C:10]([C:11]([NH:17][C:18]3[CH:19]=[N:20][N:21]([CH2:23][C:24]([NH:26][C:27]4[CH:32]=[CH:31][CH:30]=[C:29]([F:33])[C:28]=4[F:34])=[O:25])[CH:22]=3)=[N:12][CH:13]=[N:14]2)=[CH:9][CH:8]=1.[C:35]1(=[O:45])[NH:39][C:38](=[O:40])[C:37]2=[CH:41][CH:42]=[CH:43][CH:44]=[C:36]12.[K].C(=O)([O-])[O-].[K+].[K+].[I-].[K+].C(=O)([O-])O.[Na+]>CC(N(C)C)=O.C(OCC)C>[F:34][C:28]1[C:29]([F:33])=[CH:30][CH:31]=[CH:32][C:27]=1[NH:26][C:24](=[O:25])[CH2:23][N:21]1[CH:22]=[C:18]([NH:17][C:11]2[C:10]3[C:15](=[CH:16][C:7]([O:6][CH2:5][CH2:4][CH2:3][N:39]4[C:35](=[O:45])[C:36]5[C:37](=[CH:41][CH:42]=[CH:43][CH:44]=5)[C:38]4=[O:40])=[CH:8][CH:9]=3)[N:14]=[CH:13][N:12]=2)[CH:19]=[N:20]1 |f:0.1,2.3,4.5.6,7.8,9.10,^1:45|. Procedure: A mixture of 2-(4-{[7-(3-chloropropoxy)quinazolin-4-yl]amino}-1H-pyrazol-1-yl)-N-(2,3-difluorophenyl)acetamide hydrochloride (0.25 g, 0.49 mmol), potassium phthalimide (0.109 g, 0.59 mmol), potassium carbonate (0.081 g, 0.59 mmol) and potassium iodide (0.098 g, 0.59 mmol) in dimethylacetamide (2 ml) was heated at 75° C. for 16 hours. The reaction mixture was allowed to cool to room temperature. Aqueous sodium hydrogen carbonate was added to the mixture and the resultant precipitate was filtered ... Starting materials: C([C@H](O)C)(=O)OC (methyl D-lactate), ICCC (1-iodopropane). Reaction conditions: time 1 hour. The product is C(CC)OC(C(=O)OC)C (methyl 2-propoxypropionate). Yield: 71.7%. Reaction SMILES: [C:1]([O:6][CH3:7])(=[O:5])[C@@H:2]([CH3:4])[OH:3].I[CH2:9][CH2:10][CH3:11]>>[CH2:9]([O:3][CH:2]([CH3:4])[C:1]([O:6][CH3:7])=[O:5])[CH2:10][CH3:11]. Procedure: 160 g of methyl D-lactate and 524 g of 1-iodopropane were mixed in a four-necked flask, and 471 g of freshly prepared Ag2O was gradually added. Then, the mixture was stirred at 60°-65° C. for 1 hour and subjected to filtration. The filtrated product was washed with ether and the ether was distilled off from the filtrate, which was then distilled in vacuo to obtain 161 g of methyl 2-propoxypropionate. The reactants are C(CCl)Cl (EDC), NC1=CC=C(C=N1)C=CC(=O)O (3-(6-aminopyridin-3-yl)acrylic acid), CNCC=1NC2=CC=CC=C2C1 (2-(methylaminomethyl)-1H-indole), C=1C=CC2=C(C1)N=NN2O (HOBt), O (H2O), C(C)(C)N(CC)C(C)C (diisopropylethylamine). Run in CN(C)C=O (DMF). Conditions: time 8 hour. Product: NC1=CC=C(C=N1)/C=C/C(=O)N(C)CC=1NC2=CC=CC=C2C1 ((E)-3-(6-aminopyridin-3-yl)-N-(1H-indol-2-ylmethyl)-N-methylacrylamide). Yield: 68.5%. As a reaction SMILES: C(Cl)CCl.[NH2:5][C:6]1[N:11]=[CH:10][C:9]([CH:12]=[CH:13][C:14]([OH:16])=O)=[CH:8][CH:7]=1.[CH3:17][NH:18][CH2:19][C:20]1[NH:21][C:22]2[C:27]([CH:28]=1)=[CH:26][CH:25]=[CH:24][CH:23]=2.C1C=CC2N(O)N=NC=2C=1.O.C(N(C(C)C)CC)(C)C>CN(C=O)C>[NH2:5][C:6]1[N:11]=[CH:10][C:9](/[CH:12]=[CH:13]/[C:14]([N:18]([CH2:19][C:20]2[NH:21][C:22]3[C:27]([CH:28]=2)=[CH:26][CH:25]=[CH:24][CH:23]=3)[CH3:17])=[O:16])=[CH:8][CH:7]=1. Procedure details: EDC (0.30 g, 1.58 mmole) was added to a solution of 3-(6-aminopyridin-3-yl)acrylic acid (0.26 g, 158 mmole), 2-(methylaminomethyl)-1H-indole (0.23 g, 1.43 mmole), HOBt.H2O (0.21 g, 1.58 mmole) and diisopropylethylamine (0.51 mL, 2.86 mmole) in DMF (20 mL) at RT. The reaction was stirred overnight, then was concentrated in vacuo. The residue was diluted with water and extracted with ethyl acetate. The combined organic extracts were washed with brine and dried over Na2SO4. Flash chromatography on ... The reactants are C(C1=CC=C(C(=O)OC)C=C1)(=O)OC (dimethyl terephthalate), C(C1=CC=C(C(=O)O)C=C1)(=O)O (terephtalic acid), C(C1=CC=C(C(=O)O)C=C1)(=O)O (terephthalic acid), C(C1=CC=C(C(=O)OC)C=C1)(=O)OC (dimethyl terephthalate), O (water), C(C1=CC=C(C(=O)OC)C=C1)(=O)OC (dimethyl terephthalate), O (water), COC(C1=CC=C(C=O)C=C1)=O (terephthalaldehydic acid methyl ester), C(C1=CC=C(C(=O)OC)C=C1)(=O)OC (dimethyl terephthalate). The solvent is CC=1C=CC(=CC1)C (p-xylene). Yields the product C1(=CC=C(C=C1)C(=O)OC)C (methyl p-toluate), O=O (oxygen). RXN SMILES: C(O)(=O)C1C=CC(C(O)=[O:7])=CC=1.[C:13](OC)(=O)[C:14]1[CH:23]=[CH:22][C:17]([C:18]([O:20][CH3:21])=[O:19])=[CH:16][CH:15]=1.COC(=O)C1C=CC(C=O)=CC=1.[OH2:39]>CC1C=CC(C)=CC=1>[C:14]1([CH3:13])[CH:15]=[CH:16][C:17]([C:18]([O:20][CH3:21])=[O:19])=[CH:22][CH:23]=1.[O:39]=[O:7]. Procedure: In a process for the preparation of fiber-grade terephthalic acid from intermediate stage crude dimethyl terephthalate, the crude dimethyl terephthalate, which has a limited content of intermediate oxidation products including a content of terephthalaldehydic acid methyl ester of up to 0.1% by weight based on the weight of the crude dimethyl terephthalate, is hydrolyzed with water at a weight ratio of the crude dimethyl terephthalate to water of between 3:1 and 0.1:1 and at a temperature between...